Dataset: the Open Reaction Database (ORD), a public repository of structured organic reaction records. Task: describe an organic reaction: reactants, conditions, products, and yield Starting materials: C([O-])([O-])=O.[Na+].[Na+] (sodium carbonate), [Sn](Cl)(Cl)(Cl)Cl (tin tetrachloride), NC(=CC#N)CC (3-amino-2-pentenenitrile), C(CC)(=O)CC(=O)OC (methyl propionylacetate), C1(=CC=CC=C1)C (toluene), C1(=CC=CC=C1)C (toluene). Run in CCOCC (Ether). Conditions: time 16 hour. Product: NC1=C(C(=NC(=C1)CC)CC)C(=O)OC (methyl 4-amino-2,6-diethylpyridine-3-carboxylate). RXN SMILES: [Sn](Cl)(Cl)(Cl)Cl.[NH2:6][C:7]([CH2:11][CH3:12])=[CH:8][C:9]#[N:10].C(C[C:18]([O:20][CH3:21])=[O:19])(=O)CC.C(=O)([O-])[O-].[Na+].[Na+].[C:28]1(C)[CH:33]=[CH:32]C=C[CH:29]=1>CCOCC>[NH2:10][C:9]1[CH:29]=[C:28]([CH2:33][CH3:32])[N:6]=[C:7]([CH2:11][CH3:12])[C:8]=1[C:18]([O:20][CH3:21])=[O:19] |f:3.4.5|. Procedure details: A solution of tin tetrachloride (24 ml) in toluene (70 ml) was added to a stirred solution of 3-amino-2-pentenenitrile (10 g) (obtained as described in J. Het. Chem., 1989, 26, 1575) and methyl propionylacetate (13.4 g) in toluene (150 ml). The mixture was heated at reflux for 6 hours and then stirred at ambient temperature for 16 hours. Saturated sodium carbonate solution was added to the stirred mixture until the aqueous phase was basic (pH>9). Ether (200 ml) was added to the mixture and the p... The reactants are Cl.FC=1C=C(C=NC1OCC(F)(F)F)C(C)N ((−)-1-(5-fluoro-6-(2,2,2-trifluoroethoxy)pyridin-3-yl)ethanamine hydrochloride), NC1=NC(=CC(=N1)C(=O)O)C (2-amino-6-methylpyrimidine-4-carboxylic acid). Yields the product NC1=NC(=CC(=N1)C(=O)NC(C)C=1C=NC(=C(C1)F)OCC(F)(F)F)C (2-amino-N-(1-(5-fluoro-6-(2,2,2-trifluoroethoxy)pyridin-3-yl)ethyl)-6-methylpyrimidine-4-carboxamide). Isolated yield 70.0%. Reaction SMILES: Cl.[F:2][C:3]1[CH:4]=[C:5]([CH:15]([NH2:17])[CH3:16])[CH:6]=[N:7][C:8]=1[O:9][CH2:10][C:11]([F:14])([F:13])[F:12].[NH2:18][C:19]1[N:24]=[C:23]([C:25](O)=[O:26])[CH:22]=[C:21]([CH3:28])[N:20]=1>>[NH2:18][C:19]1[N:24]=[C:23]([C:25]([NH:17][CH:15]([C:5]2[CH:6]=[N:7][C:8]([O:9][CH2:10][C:11]([F:12])([F:13])[F:14])=[C:3]([F:2])[CH:4]=2)[CH3:16])=[O:26])[CH:22]=[C:21]([CH3:28])[N:20]=1 |f:0.1|. Procedure: The title compound is prepared in 70% yield (170 mg, clear colorless oil) from (−)-1-(5-fluoro-6-(2,2,2-trifluoroethoxy)pyridin-3-yl)ethanamine hydrochloride (179 mg, 0.65 mmol, Amine-12, single enantiomer) and 2-amino-6-methylpyrimidine-4-carboxylic acid (100 mg, 0.65 mmol) by the similar manner in Step-1 of Example 8. Starting materials: COC1=CC=C(C(=O)NC=2C(=CC=CC2)N)C=C1 (N1-(4-methoxybenzoyl)-1,2-benzenediamine), CN(S(=O)(=O)C1=CC=C(C(=O)O)C=C1)C (4-(dimethylaminosulfonyl)benzoic acid). Product: COC1=CC=C(C(=O)NC=2C(=CC=CC2)NC(C2=CC=C(C=C2)S(=O)(=O)N(C)C)=O)C=C1 (N1-(4-Methoxybenzoyl)-N2-[4-(dimethylaminosulfonyl)benzoyl]-1,2-benzenediamine). The yield is 34.8%. RXN SMILES: [CH3:1][O:2][C:3]1[CH:18]=[CH:17][C:6]([C:7]([NH:9][C:10]2[C:11]([NH2:16])=[CH:12][CH:13]=[CH:14][CH:15]=2)=[O:8])=[CH:5][CH:4]=1.[CH3:19][N:20]([CH3:33])[S:21]([C:24]1[CH:32]=[CH:31][C:27]([C:28](O)=[O:29])=[CH:26][CH:25]=1)(=[O:23])=[O:22]>>[CH3:1][O:2][C:3]1[CH:4]=[CH:5][C:6]([C:7]([NH:9][C:10]2[C:11]([NH:16][C:28](=[O:29])[C:27]3[CH:31]=[CH:32][C:24]([S:21]([N:20]([CH3:19])[CH3:33])(=[O:23])=[O:22])=[CH:25][CH:26]=3)=[CH:12][CH:13]=[CH:14][CH:15]=2)=[O:8])=[CH:17][CH:18]=1. Procedure: Using the procedure described in Example 55, Part B, N1-(4-methoxybenzoyl)-1,2-benzenediamine (534 mg, 2.21 mmol) was reacted with 4-(dimethylaminosulfonyl)benzoic acid (534 mg, 2.33 mmol) to yield 349 mg (35%) of the title compound. Starting materials: Cl (HCl), crude residue, C(C1=CC=CC=C1)OC([C@@H](NC([C@@H](NC(=O)OC(C)(C)C)CC1=CC=CC=C1)=O)CCSC)=O (N-t-butoxycarbonyl-L-phenylalanyl-L-methionine benzyl ester), 21.2, ClC1=C(C=C(C(=C1)Cl)Cl)OC([C@@H](NC(=O)OC(C)(C)C)CC1=CC=CC=C1)=O (N-t-butoxycarbonyl-L-phenylalanine 2,4,5-trichlorophenyl ester), C(C1=CC=CC=C1)OC([C@@H](N)CCSC)=O (L-methionine benzyl ester). The solvent is O1CCOCC1 (dioxane), O1CCOCC1 (dioxane), C(Cl)Cl (methylene chloride). Product: Cl.C(C1=CC=CC=C1)OC([C@@H](NC([C@@H](N)CC1=CC=CC=C1)=O)CCSC)=O (L-phenylalanyl-L-methionine benzyl ester hydrochloride). RXN SMILES: [Cl:1]C1C=C(Cl)C(Cl)=CC=1OC(=O)[C@H](CC1C=CC=CC=1)NC(OC(C)(C)C)=O.C(OC(=O)[C@H](CCSC)N)C1C=CC=CC=1.[CH2:45]([O:52][C:53](=[O:78])[C@H:54]([CH2:74][CH2:75][S:76][CH3:77])[NH:55][C:56](=[O:73])[C@H:57]([CH2:66][C:67]1[CH:72]=[CH:71][CH:70]=[CH:69][CH:68]=1)[NH:58]C(OC(C)(C)C)=O)[C:46]1[CH:51]=[CH:50][CH:49]=[CH:48][CH:47]=1.Cl>O1CCOCC1.C(Cl)Cl>[ClH:1].[CH2:45]([O:52][C:53](=[O:78])[C@H:54]([CH2:74][CH2:75][S:76][CH3:77])[NH:55][C:56](=[O:73])[C@H:57]([CH2:66][C:67]1[CH:68]=[CH:69][CH:70]=[CH:71][CH:72]=1)[NH2:58])[C:46]1[CH:51]=[CH:50][CH:49]=[CH:48][CH:47]=1 |f:6.7|. Reported procedure: A solution of 21.2 parts N-t-butoxycarbonyl-L-phenylalanine 2,4,5-trichlorophenyl ester and 12.7 parts L-methionine benzyl ester in 200 parts methylene chloride is stirred overnight at room temperature. Completion of the reaction is determined by thin layer chromatography. The solvent is then stripped under reduced pressure and the crude residue subjected to low pressure column chromatography on silica gel. The resulting product, N-t-butoxycarbonyl-L-phenylalanyl-L-methionine benzyl ester, is di... Procedure details: The synthesis of this compound is carried out as in Example 3, Step E, except that the methyl 8-methylsulfonyl-12-acetoxyheptadecenoate is replaced by an equivalent quantity of 8-methylsulfonyl-12-acetoxy-16-heptadecenoate. The product is CS(=O)(=O)C(CCCCCCC(=O)O)CCCC(CCCC=C)O (8-methylsulfonyl-12-hydroxy-16-heptadecenoic acid). Reaction SMILES: [CH3:1][S:2]([CH:5]([CH2:16][CH2:17][CH2:18][CH:19]([O:25]C(=O)C)[CH2:20][CH2:21][CH2:22][CH2:23][CH3:24])[CH2:6][CH2:7][CH2:8][CH2:9][CH:10]=[CH:11][C:12]([O:14]C)=[O:13])(=[O:4])=[O:3].CS(C(CCCC(OC(=O)C)CCCC=C)CCCCCCC([O-])=O)(=O)=O>>[CH3:1][S:2]([CH:5]([CH2:16][CH2:17][CH2:18][CH:19]([OH:25])[CH2:20][CH2:21][CH2:22][CH:23]=[CH2:24])[CH2:6][CH2:7][CH2:8][CH2:9][CH2:10][CH2:11][C:12]([OH:14])=[O:13])(=[O:3])=[O:4]. The reactants are CS(=O)(=O)C(CCCCC=CC(=O)OC)CCCC(CCCCC)OC(C)=O (methyl 8-methylsulfonyl-12-acetoxyheptadecenoate), CS(=O)(=O)C(CCCCCCC(=O)[O-])CCCC(CCCC=C)OC(C)=O (8-methylsulfonyl-12-acetoxy-16-heptadecenoate). Starting materials: ClC=1C=C(C=CC1)C1=NOC(=N1)[C@@H](C)O ((+)-(1R)-1-[3-(3-chlorophenyl)-1,2,4-oxadiazol-5-yl]ethanol), CN1C(=NN=C1S(=O)(=O)C)C1=CC=NC=C1 (4-[4-methyl-5-(methylsulfonyl)-4H-1,2,4-triazol-3-yl]pyridine), C([O-])([O-])=O.[Cs+].[Cs+] (cesium carbonate). Run in O (water). Product: ClC=1C=C(C=CC1)C1=NOC(=N1)C(C)OC=1N(C(=NN1)C1=CC=NC=C1)C (racemic 4-(5-{1-[3-(3-chlorophenyl)-1,2,4-oxadiazol-5-yl]ethoxy}-4-methyl-4H-1,2,4-triazol-3-yl)pyridine). Isolated yield 83.3%. As a reaction SMILES: [Cl:1][C:2]1[CH:3]=[C:4]([C:8]2[N:12]=[C:11]([C@H:13]([OH:15])[CH3:14])[O:10][N:9]=2)[CH:5]=[CH:6][CH:7]=1.[CH3:16][N:17]1[C:21](S(C)(=O)=O)=[N:20][N:19]=[C:18]1[C:26]1[CH:31]=[CH:30][N:29]=[CH:28][CH:27]=1.C(=O)([O-])[O-].[Cs+].[Cs+]>O>[Cl:1][C:2]1[CH:3]=[C:4]([C:8]2[N:12]=[C:11]([CH:13]([O:15][C:21]3[N:17]([CH3:16])[C:18]([C:26]4[CH:31]=[CH:30][N:29]=[CH:28][CH:27]=4)=[N:19][N:20]=3)[CH3:14])[O:10][N:9]=2)[CH:5]=[CH:6][CH:7]=1 |f:2.3.4|. Procedure details: 0.57 g (2.54 mmol) (+)-(1R)-1-[3-(3-chlorophenyl)-1,2,4-oxadiazol-5-yl]ethanol, 0.64 g (2.68 mmol) 4-[4-methyl-5-(methylsulfonyl)-4H-1,2,4-triazol-3-yl]pyridine and 0.90 g (2.76 mmol) cesium carbonate were stirred at 65° C. for 6 h, followed by dilution with water. Extraction with EA, washing with aq. citric acid, drying over Na2SO4, followed by purification via chromatotron 2 mm (Hep/EA/MeOH=10/10/1) gave 0.81 g (83%) racemic 4-(5-{1-[3-(3-chlorophenyl)-1,2,4-oxadiazol-5-yl]ethoxy}-4-methyl-4H-... Reactants: ClC=1C=C2C=C(NC2=CC1Cl)CC(F)(F)F (5,6-Dichloro-2-(2,2,2-trifluoro-ethyl)-1H-indole), [H-].[Na+] (NaH), ClC1=CC=CC=2N(C(=NC21)CC(F)(F)F)Cl (dichloro-2-(2,2,2-trifluoro-ethyl)-1H-benzoimidazole), BrCC1=NOC(=C1)C (3-(bromomethyl)-5-methylisoxazole), [NH4+].[Cl-] (NH4Cl). Solvent: CN(C)C=O (DMF). Reaction conditions: temperature 0 celsius, time 0.5 hour. Product: EtOAc hexanes, ClC1=CC2=C(N(C(=N2)CC(F)(F)F)CC=2C=NOC2C)C=C1Cl (5,6-Dichloro-1-(5-methyl-isoxazol-4-ylmethyl)-2-(2,2,2-trifluoro-ethyl)-1H-benzoimidazole). Yield: 0.0%. RXN SMILES: [H-].[Na+].ClC1C2N=C(CC(F)(F)F)[N:9](Cl)[C:8]=2C=CC=1.[Cl:19][C:20]1[CH:21]=[C:22]2[C:26](=[CH:27][C:28]=1[Cl:29])[NH:25][C:24]([CH2:30][C:31]([F:34])([F:33])[F:32])=C2.BrC[C:37]1[CH:41]=[C:40]([CH3:42])[O:39][N:38]=1.[NH4+].[Cl-]>CN(C=O)C>[Cl:29][C:28]1[C:20]([Cl:19])=[CH:21][C:22]2[N:9]([CH2:8][C:41]3[CH:37]=[N:38][O:39][C:40]=3[CH3:42])[C:24]([CH2:30][C:31]([F:32])([F:33])[F:34])=[N:25][C:26]=2[CH:27]=1 |f:0.1,5.6|. Reported procedure: NaH (60%) (60 mg, 1.5 mmol) was added into a solution of dichloro-2-(2,2,2-trifluoro-ethyl)-1H-benzoimidazole. 5,6-Dichloro-2-(2,2,2-trifluoro-ethyl)-1H-indole (269 mg, 1 mmol) in DMF (5 ml) at 0° C. The resulting mixture was stirred at 0° C. for half hour. 3-(bromomethyl)-5-methylisoxazole (264 mg, 1.5 mmol) was then added to the reaction mixture at 0° C. The reaction temperature was raised to 25° C. and then the reaction mixture was stirred for 18 hours. NH4Cl (aq.) was added and extracted wit...